From a dataset of the Open Reaction Database (ORD), a public repository of structured organic reaction records. describe an organic reaction: reactants, conditions, products, and yield Starting materials: ClC1=C(C=C(OC2=CC=C(C=C2)CCN)C=C1)C(F)(F)F (2-[4-(4-chloro-3-trifluoromethyl-phenoxy)-phenyl]-ethylamine), CSC=1NC=C(C(N1)=O)CC=1C=NC(NC1)=O (2-methylsulfanyl-5-(2-oxo-1,2-dihydro-pyrimidin-5-ylmethyl)-1H-pyrimidin-4-one). Run in N1=CC=CC=C1 (pyridine). Reaction conditions: temperature 150 celsius, time 8 hour. The product is required product, ClC1=C(C=C(OC2=CC=C(C=C2)CCNC=2NC=C(C(N2)=O)CC=2C=NC(NC2)=O)C=C1)C(F)(F)F (2-{2-[4-(4-chloro-3-trifluoromethyl-phenoxy)-phenyl]ethylamino}-5-(2-oxo-1,2-dihydro-pyrimidin-5-ylmethyl)-1H-pyrimidin-4-one). Yield: 17.1%. As a reaction SMILES: [Cl:1][C:2]1[CH:17]=[CH:16][C:5]([O:6][C:7]2[CH:12]=[CH:11][C:10]([CH2:13][CH2:14][NH2:15])=[CH:9][CH:8]=2)=[CH:4][C:3]=1[C:18]([F:21])([F:20])[F:19].CS[C:24]1[NH:25][CH:26]=[C:27]([CH2:31][C:32]2[CH:33]=[N:34][C:35](=[O:38])[NH:36][CH:37]=2)[C:28](=[O:30])[N:29]=1>N1C=CC=CC=1>[Cl:1][C:2]1[CH:17]=[CH:16][C:5]([O:6][C:7]2[CH:12]=[CH:11][C:10]([CH2:13][CH2:14][NH:15][C:24]3[NH:25][CH:26]=[C:27]([CH2:31][C:32]4[CH:33]=[N:34][C:35](=[O:38])[NH:36][CH:37]=4)[C:28](=[O:30])[N:29]=3)=[CH:9][CH:8]=2)=[CH:4][C:3]=1[C:18]([F:19])([F:20])[F:21]. Procedure: 2-[4-(4-chloro-3-trifluoromethyl-phenoxy)-phenyl]-ethylamine (0.380 mmol, 1.00 eq) and 2-methylsulfanyl-5-(2-oxo-1,2-dihydro-pyrimidin-5-ylmethyl)-1H-pyrimidin-4-one (0.240 mmol, 0.63 eq) were dissolved in dry pyridine (300 μL) and stirred at 150° C. overnight. Solvent was evaporated and crude product was purified on Biotage SP 1 Snap Si 10; 15 ml/min in the gradient of MeOH in DCM: 0-10% in 25CV. The appropriate fractions were combined and evaporated in vacuo to give the required product 2-{2-[... Reaction SMILES: [C:34].[CH2:31]([OH:32])[CH3:33].[N+:1]([O-:2])(=[O:3])[c:4]1[cH:5][cH:6][c:7](-[c:10]2[n:11][c:12]([CH2:15][n:16]3[n:17][cH:18][c:19]([C:21](=[O:22])[O:23][CH2:24][CH3:25])[cH:20]3)[s:13][cH:14]2)[cH:8][cH:9]1.[O:26]1[CH2:27][CH2:28][CH2:29][CH2:30]1.[Pd:35]>>[NH2:1][c:4]1[cH:5][cH:6][c:7](-[c:10]2[n:11][c:12]([CH2:15][n:16]3[n:17][cH:18][c:19]([C:21](=[O:22])[O:23][CH2:24][CH3:25])[cH:20]3)[s:13][cH:14]2)[cH:8][cH:9]1. Reactants: C, CCO, CCOC(=O)c1cnn(Cc2nc(-c3ccc([N+](=O)[O-])cc3)cs2)c1, C1CCOC1, [Pd]. The product is CCOC(=O)c1cnn(Cc2nc(-c3ccc(N)cc3)cs2)c1. Reactants: CCOC(=O)Cc1ncc2c(n1)-c1ccc(Cl)cc1C(c1ccccc1F)=NC2, CN, CCO. The product is CNC(=O)Cc1ncc2c(n1)-c1ccc(Cl)cc1C(c1ccccc1F)=NC2. RXN SMILES: [CH2:3]([O:5][C:6](=[O:4])[CH2:7][c:8]1[n:9][cH:10][c:11]2[c:17]([n:18]1)-[c:16]1[c:15]([cH:22][c:21]([Cl:23])[cH:20][cH:19]1)[C:14]([c:24]1[c:25]([F:30])[cH:26][cH:27][cH:28][cH:29]1)=[N:13][CH2:12]2)[CH3:31].[CH3:1][NH2:2].[CH3:32][CH2:33][OH:34]>>[CH3:1][NH:2][C:6](=[O:5])[CH2:7][c:8]1[n:9][cH:10][c:11]2[c:17]([n:18]1)-[c:16]1[c:15]([cH:22][c:21]([Cl:23])[cH:20][cH:19]1)[C:14]([c:24]1[c:25]([F:30])[cH:26][cH:27][cH:28][cH:29]1)=[N:13][CH2:12]2. The reactants are CO (MeOH), [OH-].[Na+] (NaOH), CC=1C(=NOC1C=C)C(=O)OCC (Ethyl 4-methyl-5-vinylisoxazole-3-carboxylate). Run in C1CCOC1 (THF). Run at time 15 minute. The product is CC=1C(=NOC1C=C)C(=O)O (4-Methyl-5-vinylisoxazole-3-carboxylic acid). Reaction SMILES: [CH3:1][C:2]1[C:3]([C:9]([O:11]CC)=[O:10])=[N:4][O:5][C:6]=1[CH:7]=[CH2:8].CO.[OH-].[Na+]>C1COCC1>[CH3:1][C:2]1[C:3]([C:9]([OH:11])=[O:10])=[N:4][O:5][C:6]=1[CH:7]=[CH2:8] |f:2.3|. Reported procedure: Ethyl 4-methyl-5-vinylisoxazole-3-carboxylate (250 mg, 0.993 mmol) was dissolved in THF (5.3 mL) and MeOH (3.2 mL) and to this was added 2M NaOH (aq) (497 μl, 0.993 mmol). The reaction mixture was stirred at room temperature for 15 minutes. The resulting mixture was concentrated under reduced pressure and treated with 2M HCl (5 mL) and water (5 mL). DCM was added to the aqueous resulting in the formation of an emulsion. The solvent was removed under reduced pressure. The resulting residue was su... Procedure details: The condensation of (R)-4-(5-amino-2-chloro-phenyl)-5,5-difluoro-4-methyl-5,6-dihydro-4H-[1,3]oxazin-2-ylamine (intermediate XI-3) and 5-cyano-pyridine-2-carboxylic acid following procedure I yielded the title compound as an off-white solid. MS (ISP): m/z=406.3 [M+H]+. RXN SMILES: [NH2:1][C:2]1[CH:3]=[CH:4][C:5]([Cl:18])=[C:6]([C@:8]2([CH3:17])[C:13]([F:15])([F:14])[CH2:12][O:11][C:10]([NH2:16])=[N:9]2)[CH:7]=1.[C:19]([C:21]1[CH:22]=[CH:23][C:24]([C:27](O)=[O:28])=[N:25][CH:26]=1)#[N:20]>>[NH2:16][C:10]1[O:11][CH2:12][C:13]([F:14])([F:15])[C@:8]([C:6]2[CH:7]=[C:2]([NH:1][C:27]([C:24]3[CH:23]=[CH:22][C:21]([C:19]#[N:20])=[CH:26][N:25]=3)=[O:28])[CH:3]=[CH:4][C:5]=2[Cl:18])([CH3:17])[N:9]=1. Product: NC=1OCC([C@@](N1)(C)C=1C=C(C=CC1Cl)NC(=O)C1=NC=C(C=C1)C#N)(F)F (5-Cyano-pyridine-2-carboxylic acid [3-((R)-2-amino-5,5-difluoro-4-methyl-5,6-dihydro-4H-[1,3]oxazin-4-yl)-4-chloro-phenyl]-amide). Starting materials: NC=1C=CC(=C(C1)[C@]1(N=C(OCC1(F)F)N)C)Cl ((R)-4-(5-amino-2-chloro-phenyl)-5,5-difluoro-4-methyl-5,6-dihydro-4H-[1,3]oxazin-2-ylamine), C(#N)C=1C=CC(=NC1)C(=O)O (5-cyano-pyridine-2-carboxylic acid). Reactants: COC(CCN(C1=CC=CC=C1)C(C1=CC(=C(C=C1)NC)N)=O)=O (3-[(3-Amino-4-methylamino-benzoyl)-phenyl-amino]propionic acid methyl ester), C(#N)C1=CC=C(C=C1)NCC(=O)O (N-(4-cyano-phenyl)-glycine), C1=CN(C=N1)C(=O)N2C=CN=C2 (CDI). Run in C1CCOC1 (THF). Yields the product COC(CCN(C1=CC=CC=C1)C(C1=CC(=C(C=C1)NC)NC(CNC1=CC=C(C=C1)C#N)=O)=O)=O (3-({3-[2-(4-Cyano-phenylamino)-acetylamino]-4-methylamino-benzoyl}-phenylamino)-propionic acid methyl ester). RXN SMILES: [CH3:1][O:2][C:3](=[O:24])[CH2:4][CH2:5][N:6]([C:13](=[O:23])[C:14]1[CH:19]=[CH:18][C:17]([NH:20][CH3:21])=[C:16]([NH2:22])[CH:15]=1)[C:7]1[CH:12]=[CH:11][CH:10]=[CH:9][CH:8]=1.[C:25]([C:27]1[CH:32]=[CH:31][C:30]([NH:33][CH2:34][C:35](O)=[O:36])=[CH:29][CH:28]=1)#[N:26].C1N=CN(C(N2C=NC=C2)=O)C=1>C1COCC1>[CH3:1][O:2][C:3](=[O:24])[CH2:4][CH2:5][N:6]([C:13](=[O:23])[C:14]1[CH:19]=[CH:18][C:17]([NH:20][CH3:21])=[C:16]([NH:22][C:35](=[O:36])[CH2:34][NH:33][C:30]2[CH:31]=[CH:32][C:27]([C:25]#[N:26])=[CH:28][CH:29]=2)[CH:15]=1)[C:7]1[CH:8]=[CH:9][CH:10]=[CH:11][CH:12]=1. Procedure details: The product of 1b (23.2 mmol) and N-(4-cyano-phenyl)-glycine (23.2 mmol) were coupled with CDI (23.2 mmol) in dry THF at room temperature. After completion of the reaction the mixture was evaporated to dryness and the crude product was used without further purification.